This data is from the Open Reaction Database (ORD), a public repository of structured organic reaction records. The task is: describe an organic reaction: reactants, conditions, products, and yield Reactants: C(C)(=O)C1=C(C(=CC(=C1)OCC1=CC=CC=C1)[N+](=O)[O-])C=CC(=O)OC (methyl 3-(2-acetyl-4-benzyloxy-6-nitro-phenyl)-acrylate). Reagents/catalysts: [Ni] (Raney nickel). Solvent: C(C)O (ethanol). Yields the product C(C)(=O)C1=C2CCC(NC2=CC(=C1)OCC1=CC=CC=C1)=O (5-acetyl-7-benzyloxy-3,4-dihydro-1H-quinolin-2-one). Reaction SMILES: [C:1]([C:4]1[CH:9]=[C:8]([O:10][CH2:11][C:12]2[CH:17]=[CH:16][CH:15]=[CH:14][CH:13]=2)[CH:7]=[C:6]([N+:18]([O-])=O)[C:5]=1[CH:21]=[CH:22][C:23]([O:25]C)=O)(=[O:3])[CH3:2]>[Ni].C(O)C>[C:1]([C:4]1[CH:9]=[C:8]([O:10][CH2:11][C:12]2[CH:17]=[CH:16][CH:15]=[CH:14][CH:13]=2)[CH:7]=[C:6]2[C:5]=1[CH2:21][CH2:22][C:23](=[O:25])[NH:18]2)(=[O:3])[CH3:2]. Procedure: 5.0 g (14.07 mmol) methyl 3-(2-acetyl-4-benzyloxy-6-nitro-phenyl)-acrylate are combined with 100 mL ethanol and hydrogenated at 4 bar with Raney nickel as catalyst. The catalyst is separated off and the filtrate is acidified with 15 mL 2 N hydrochloric acid. The product that crystallises out is suction filtered and dried. Product: FC1=CC=C(C=C1)C(CCCN1CCC(CC1)NC(C1=CC=CC=C1)=O)=O (1-[4-(4-Fluorophenyl)-4-oxobutyl]-4-benzamidopiperidine). The reactants are C(C1=CC=CC=C1)(=O)NC1CCNCC1 (4-Benzamidopiperidine), ClC1(CC=C(C=C1)C(CCC)=O)F (4'-chloro-p-fluorobutyrophenone), [I-].[Na+] (sodium iodide). Procedure details: 4-Benzamidopiperidine (2.0 g.), 4'-chloro-p-fluorobutyrophenone (1.0 g.) and a trace of sodium iodide in dimethylformamide (5 ml.) were maintained at 70° C. for 18 hours. On cooling, the solid which separated was collected, suspended in water, and refiltered. Recrystallisation from ethanol-water gave the title compound (0.52 g.), m.p. 161°-2° C. (Found: C, 71.9; H, 6.85; N, 7.5. C22H25FN2O2 requires C, 71.7; H, 6.8; N, 7.6%). Run in CN(C=O)C (dimethylformamide). Reaction SMILES: [C:1]([NH:9][CH:10]1[CH2:15][CH2:14][NH:13][CH2:12][CH2:11]1)(=[O:8])[C:2]1[CH:7]=[CH:6][CH:5]=[CH:4][CH:3]=1.Cl[C:17]1([F:28])[CH:22]=[CH:21][C:20]([C:23](=[O:27])[CH2:24][CH2:25][CH3:26])=[CH:19][CH2:18]1.[I-].[Na+]>CN(C)C=O>[F:28][C:17]1[CH:18]=[CH:19][C:20]([C:23](=[O:27])[CH2:24][CH2:25][CH2:26][N:13]2[CH2:14][CH2:15][CH:10]([NH:9][C:1](=[O:8])[C:2]3[CH:3]=[CH:4][CH:5]=[CH:6][CH:7]=3)[CH2:11][CH2:12]2)=[CH:21][CH:22]=1 |f:2.3|. Yield: 28.6%. Starting materials: CC1=CC=C(C=C1)S(=O)(=O)OCC1OC2=C(C=CC=C2CC1)C1=C(C=CC=C1)Cl ([8-(2-chlorophenyl)-3,4-dihydro-2H-chromen-2-yl]methyl 4-methylbenzenesulfonate), CN (methylamine). The solvent is CS(=O)C (dimethylsulfoxide), C(C)OCC (diethyl ether). Conditions: temperature 60 celsius. Yields the product ClC1=C(C=CC=C1)C=1C=CC=C2CCC(OC12)CNC (N-{[8-(2-chlorophenyl)-3,4-dihydro-2H-chromen-2-yl]methyl}-N-methylamine). The yield is 79.9%. RXN SMILES: CC1C=CC(S(O[CH2:12][CH:13]2[CH2:22][CH2:21][C:20]3[C:15](=[C:16]([C:23]4[CH:28]=[CH:27][CH:26]=[CH:25][C:24]=4[Cl:29])[CH:17]=[CH:18][CH:19]=3)[O:14]2)(=O)=O)=CC=1.[CH3:30][NH2:31]>CS(C)=O.C(OCC)C>[Cl:29][C:24]1[CH:25]=[CH:26][CH:27]=[CH:28][C:23]=1[C:16]1[CH:17]=[CH:18][CH:19]=[C:20]2[C:15]=1[O:14][CH:13]([CH2:12][NH:31][CH3:30])[CH2:22][CH2:21]2. Procedure details: To a suspension of [8-(2-chlorophenyl)-3,4-dihydro-2H-chromen-2-yl]methyl 4-methylbenzenesulfonate (0.13 g, 0.30 mmol) in dimethylsulfoxide (0.5 mL) was added a solution of methylamine (2.0 M in tetrahydrofuran, 1.5 mL, 3.0 mmol) and the mixture heated to 60° C. in a sealed vial for 24 hours. The cooled reaction mixture was then diluted with diethyl ether (10 mL), washed with water (5×5 mL) and saturated brine (5 mL), dried over magnesium sulfate, filtered and concentrated under reduced pressure... Starting materials: CCCCOc1nc(N)c2nc(OC)n(CCCCl)c2n1, CC#N, CCN(C(C)C)C(C)C, OCCN1CCNCC1. Product: CCCCOc1nc(N)c2nc(OC)n(CCCN3CCN(CCO)CC3)c2n1. RXN SMILES: [CH2:1]([CH2:2][CH2:3][CH3:4])[O:5][c:6]1[n:7][c:8]([NH2:21])[c:9]2[n:10][c:11]([O:19][CH3:20])[n:12]([CH2:15][CH2:16][CH2:17][Cl:18])[c:13]2[n:14]1.[CH3:40][C:41]#[N:42].[CH:22]([N:23]([CH2:24][CH3:25])[CH:26]([CH3:27])[CH3:28])([CH3:29])[CH3:30].[N:31]1([CH2:37][CH2:38][OH:39])[CH2:32][CH2:33][NH:34][CH2:35][CH2:36]1>>[CH2:1]([CH2:2][CH2:3][CH3:4])[O:5][c:6]1[n:7][c:8]([NH2:21])[c:9]2[n:10][c:11]([O:19][CH3:20])[n:12]([CH2:15][CH2:16][CH2:17][N:34]3[CH2:33][CH2:32][N:31]([CH2:37][CH2:38][OH:39])[CH2:36][CH2:35]3)[c:13]2[n:14]1.